From a dataset of the Open Reaction Database (ORD), a public repository of structured organic reaction records. describe an organic reaction: reactants, conditions, products, and yield The reactants are C(N)(=O)[C@H](CC(C)C)NC(=O)C1=NC(=C(C=C1)Br)OC1=CC=C(C=C1)F (5-Bromo-6-(4-fluoro-phenoxy)-pyridine-2-carboxylic acid ((S)-1-carbamoyl-3-methyl-butyl)-amide), C1(CC1)[B-](F)(F)F.[K+] (potassium cyclopropyltrifluoroborate). The product is C(N)(=O)[C@H](CC(C)C)NC(=O)C1=NC(=C(C=C1)C1CC1)OC1=CC=C(C=C1)F (5-Cyclopropyl-6-(4-fluoro-phenoxy)-pyridine-2-carboxylic acid ((S)-1-carbamoyl-3-methyl-butyl)-amide). RXN SMILES: [C:1]([C@@H:4]([NH:9][C:10]([C:12]1[CH:17]=[CH:16][C:15](Br)=[C:14]([O:19][C:20]2[CH:25]=[CH:24][C:23]([F:26])=[CH:22][CH:21]=2)[N:13]=1)=[O:11])[CH2:5][CH:6]([CH3:8])[CH3:7])(=[O:3])[NH2:2].[CH:27]1([B-](F)(F)F)[CH2:29][CH2:28]1.[K+]>>[C:1]([C@@H:4]([NH:9][C:10]([C:12]1[CH:17]=[CH:16][C:15]([CH:27]2[CH2:29][CH2:28]2)=[C:14]([O:19][C:20]2[CH:25]=[CH:24][C:23]([F:26])=[CH:22][CH:21]=2)[N:13]=1)=[O:11])[CH2:5][CH:6]([CH3:8])[CH3:7])(=[O:3])[NH2:2] |f:1.2|. Reported procedure: The title compound was synthesized in analogy to Example 166 b, using 5-bromo-6-(4-fluoro-phenoxy)-pyridine-2-carboxylic acid ((S)-1-carbamoyl-3-methyl-butyl)-amide (Example 177 b) and potassium cyclopropyltrifluoroborate as starting materials, MS (EI): m/e=386.0 [M+H]+. The reactants are CO, [Cl-], [Fe], CN1CCN(c2ccc(Nc3ncc4c(n3)-c3c(c(C(=O)NC(CN=[N+]=[N-])c5ccccc5)nn3C)CC4)cc2)CC1, [NH4+], O. Yields the product CN1CCN(c2ccc(Nc3ncc4c(n3)-c3c(c(C(=O)NC(CN)c5ccccc5)nn3C)CC4)cc2)CC1. Reaction SMILES: [CH3:45][OH:46].[Cl-:43].[Fe:48].[N:1](=[N+:2]=[N-:3])[CH2:4][CH:5]([c:6]1[cH:7][cH:8][cH:9][cH:10][cH:11]1)[NH:12][C:13](=[O:14])[c:15]1[n:16][n:17]([CH3:42])[c:18]2[c:19]1[CH2:20][CH2:21][c:22]1[cH:23][n:24][c:25]([NH:28][c:29]3[cH:30][cH:31][c:32]([N:35]4[CH2:36][CH2:37][N:38]([CH3:41])[CH2:39][CH2:40]4)[cH:33][cH:34]3)[n:26][c:27]1-2.[NH4+:44].[OH2:47]>>[NH2:1][CH2:4][CH:5]([c:6]1[cH:7][cH:8][cH:9][cH:10][cH:11]1)[NH:12][C:13](=[O:14])[c:15]1[n:16][n:17]([CH3:42])[c:18]2[c:19]1[CH2:20][CH2:21][c:22]1[cH:23][n:24][c:25]([NH:28][c:29]3[cH:30][cH:31][c:32]([N:35]4[CH2:36][CH2:37][N:38]([CH3:41])[CH2:39][CH2:40]4)[cH:33][cH:34]3)[n:26][c:27]1-2. Starting materials: Cl, [Na+], C1CCOC1, [OH-], COC(=O)CCC(=NOCc1ccc(OCc2cn3c(-c4ccccc4)cccc3n2)cc1)c1ccccc1. The product is O=C(O)CCC(=NOCc1ccc(OCc2cn3c(-c4ccccc4)cccc3n2)cc1)c1ccccc1. As a reaction SMILES: [ClH:42].[Na+:2].[O:43]1[CH2:44][CH2:45][CH2:46][CH2:47]1.[OH-:1].[c:3]1(-[c:9]2[cH:10][cH:11][cH:12][c:13]3[n:14]2[cH:15][c:16]([CH2:18][O:19][c:20]2[cH:21][cH:22][c:23]([CH2:24][O:25][N:26]=[C:27]([CH2:28][CH2:29][C:30](=[O:31])[O:32][CH3:33])[c:34]4[cH:35][cH:36][cH:37][cH:38][cH:39]4)[cH:40][cH:41]2)[n:17]3)[cH:4][cH:5][cH:6][cH:7][cH:8]1>>[c:3]1(-[c:9]2[cH:10][cH:11][cH:12][c:13]3[n:14]2[cH:15][c:16]([CH2:18][O:19][c:20]2[cH:21][cH:22][c:23]([CH2:24][O:25][N:26]=[C:27]([CH2:28][CH2:29][C:30](=[O:31])[OH:32])[c:34]4[cH:35][cH:36][cH:37][cH:38][cH:39]4)[cH:40][cH:41]2)[n:17]3)[cH:4][cH:5][cH:6][cH:7][cH:8]1. The reactants are [Al+3], CC(=O)c1cccs1, ClC(Cl)Cl, [Cl-], [Cl-], [Cl-], Cl, ClCl, Cl, O. Product: CC(=O)c1cc(Cl)cs1. RXN SMILES: [Al+3:10].[C:1]([CH3:2])(=[O:3])[c:4]1[s:5][cH:6][cH:7][cH:8]1.[CH:17]([Cl:18])([Cl:19])[Cl:20].[Cl-:11].[Cl-:12].[Cl-:9].[Cl:13].[Cl:14][Cl:15].[ClH:16].[OH2:21]>>[C:1]([CH3:2])(=[O:3])[c:4]1[s:5][cH:6][c:7]([Cl:9])[cH:8]1. Reactants: [NH4+], C1CCOC1, [OH-], O=S(=O)([O-])CCCC(O)c1ccccc1. Product: NCCC(O)c1ccccc1. RXN SMILES: [NH4+:16].[O:18]1[CH2:19][CH2:20][CH2:21][CH2:22]1.[OH-:17].[c:1]1([CH:7]([CH2:8][CH2:9][CH2:10][S:11]([O-:12])(=[O:13])=[O:14])[OH:15])[cH:2][cH:3][cH:4][cH:5][cH:6]1>>[c:1]1([CH:7]([CH2:8][CH2:9][NH2:16])[OH:15])[cH:2][cH:3][cH:4][cH:5][cH:6]1. Starting materials: BrC1=CC=2C3=C(C=NC2C=C1)N(C(N3C=3C(=NN(C3)C)C)=O)C (8-bromo-1-(1,3-dimethyl-1H-pyrazol-4-yl)-3-methyl-1,3-dihydro-imidazo[4,5-c]quinolin-2-one), BrC1=CC=2C3=C(C=NC2C=C1)N(C(N3C=3C(=NN(C3)C)C)=O)C (8-bromo-1-(1,3-dimethyl-1H-pyrazol-4-yl)-3-methyl-1,3-dihydro-imidazo[4,5-c]quinolin-2-one), C1(=CC=CC=C1)B(O)O (phenylboronic acid). The product is CN1N=C(C(=C1)N1C(N(C=2C=NC=3C=CC(=CC3C21)C2=CC=CC=C2)C)=O)C (1-(1,3-Dimethyl-1H-pyrazol-4-yl)-3-methyl-8-phenyl-1,3-dihydro-imidazo[4,5-c]quinolin-2-one). As a reaction SMILES: Br[C:2]1[CH:11]=[CH:10][C:9]2[N:8]=[CH:7][C:6]3[N:12]([CH3:23])[C:13](=[O:22])[N:14]([C:15]4[C:16]([CH3:21])=[N:17][N:18]([CH3:20])[CH:19]=4)[C:5]=3[C:4]=2[CH:3]=1.[C:24]1(B(O)O)[CH:29]=[CH:28][CH:27]=[CH:26][CH:25]=1>>[CH3:20][N:18]1[CH:19]=[C:15]([N:14]2[C:5]3[C:4]4[CH:3]=[C:2]([C:24]5[CH:29]=[CH:28][CH:27]=[CH:26][CH:25]=5)[CH:11]=[CH:10][C:9]=4[N:8]=[CH:7][C:6]=3[N:12]([CH3:23])[C:13]2=[O:22])[C:16]([CH3:21])=[N:17]1. Procedure: The title compound was synthesized in a similar manner as described for Example 1.1 using 8-bromo-1-(1,3-dimethyl-1H-pyrazol-4-yl)-3-methyl-1,3-dihydro-imidazo[4,5-c]quinolin-2-one (Intermediate A, 40 mg, 0.107 mmol) and phenylboronic acid (Aldrich, Buchs, Switzerland, 16.5 mg, 0.135 mmol) to give the title compound as a white solid. (HPLC: tR 2.70 min (Method A); M+H=370 MS-ES; 1H-NMR (d6-DMSO, 400 MHz) 8.95 (s, 1H), 8.16 (s, 1H), 8.11-8.06 (m, 1H), 7.93-7.88 (m, 1H), 7.56-7.53 (m, 1H), 7.50-7.... Reactants: NC1=CC2=C(N(C(CCC2(C)C)=O)C)C=C1 (7-Amino-1,5,5-trimethyl-1,3,4,5-tetrahydro-benzo[b]azepin-2-one), ClC1=NC=C(C(=N1)NC1=C(C=CC=C1)N1N=CC=C1)Cl ((2,5-Dichloro-pyrimidin-4-yl)-(2-pyrazol-1-yl-phenyl)-amine). As a reaction SMILES: [NH2:1][C:2]1[CH:16]=[CH:15][C:5]2[N:6]([CH3:14])[C:7](=[O:13])[CH2:8][CH2:9][C:10]([CH3:12])([CH3:11])[C:4]=2[CH:3]=1.Cl[C:18]1[N:23]=[C:22]([NH:24][C:25]2[CH:30]=[CH:29][CH:28]=[CH:27][C:26]=2[N:31]2[CH:35]=[CH:34][CH:33]=[N:32]2)[C:21]([Cl:36])=[CH:20][N:19]=1>>[Cl:36][C:21]1[C:22]([NH:24][C:25]2[CH:30]=[CH:29][CH:28]=[CH:27][C:26]=2[N:31]2[CH:35]=[CH:34][CH:33]=[N:32]2)=[N:23][C:18]([NH:1][C:2]2[CH:16]=[CH:15][C:5]3[N:6]([CH3:14])[C:7](=[O:13])[CH2:8][CH2:9][C:10]([CH3:12])([CH3:11])[C:4]=3[CH:3]=2)=[N:19][CH:20]=1. Product: ClC=1C(=NC(=NC1)NC1=CC2=C(N(C(CCC2(C)C)=O)C)C=C1)NC1=C(C=CC=C1)N1N=CC=C1 (7-[5-Chloro-4-(2-pyrazol-1-yl-phenylamino)-pyrimidin-2-ylamino]-1,5,5-trimethyl-1,3,4,5-tetrahydro-benzo[b]azepin-2-one). Reported procedure: Following a procedure analogous to Example 113, 7-Amino-1,5,5-trimethyl-1,3,4,5-tetrahydro-benzo[b]azepin-2-one (34 mgs) and (2,5-Dichloro-pyrimidin-4-yl)-(2-pyrazol-1-yl-phenyl)-amine (44 mgs) was converted to the title compound (40 mgs as a white solid). 1H-NMR (CDCl3): δ 10.29 (s, 1H), 8.50 (d, J=8.3 Hz, 1H), 8.08 (s, 1H), 7.87 (s, 1H), 7.83 (s, 1H), 7.74-7.72 (m, 1H), 7.41-7.35 (m, 2H), 7.22 t, J=7.8 Hz, 1H), 7.12 (d, J=8.6 Hz, 1H), 6.97 (s, 1H), 6.54 (s, 1H), 3.31 (s, 3H), 2.33-2.31 (m, 2H)... The reactants are O=[N+]([O-])c1cc(C(F)(F)F)c(Br)cc1F, CC#N, CCN(C(C)C)C(C)C, c1c[nH]cn1. RXN SMILES: [Br:1][c:2]1[c:3]([C:12]([F:13])([F:14])[F:15])[cH:4][c:5]([N+:9](=[O:10])[O-:11])[c:6]([F:8])[cH:7]1.[CH3:30][C:31]#[N:32].[CH:21]([N:22]([CH2:23][CH3:24])[CH:25]([CH3:26])[CH3:27])([CH3:28])[CH3:29].[nH:16]1[cH:17][n:18][cH:19][cH:20]1>>[Br:1][c:2]1[c:3]([C:12]([F:13])([F:14])[F:15])[cH:4][c:5]([N+:9](=[O:10])[O-:11])[c:6](-[n:16]2[cH:17][n:18][cH:19][cH:20]2)[cH:7]1. Yields the product O=[N+]([O-])c1cc(C(F)(F)F)c(Br)cc1-n1ccnc1. Starting materials: CO, Cc1cc2nc(NC(=O)c3ccc(C(C)(C)CO)cc3)cc(Cl)n2n1, Cl[Pd]Cl, OB(O)c1ccccc1. Yields the product Cc1cc2nc(NC(=O)c3ccc(C(C)(C)CO)cc3)cc(-c3ccccc3)n2n1. RXN SMILES: [CH3:35][OH:36].[Cl:1][c:2]1[cH:3][c:4]([NH:12][C:13]([c:14]2[cH:15][cH:16][c:17]([C:20]([CH2:21][OH:22])([CH3:23])[CH3:24])[cH:18][cH:19]2)=[O:25])[n:5][c:6]2[n:7]1[n:8][c:9]([CH3:11])[cH:10]2.[Cl:37][Pd:38][Cl:39].[OH:26][B:27]([OH:28])[c:29]1[cH:30][cH:31][cH:32][cH:33][cH:34]1>>[c:2]1(-[c:29]2[cH:30][cH:31][cH:32][cH:33][cH:34]2)[cH:3][c:4]([NH:12][C:13]([c:14]2[cH:15][cH:16][c:17]([C:20]([CH2:21][OH:22])([CH3:23])[CH3:24])[cH:18][cH:19]2)=[O:25])[n:5][c:6]2[n:7]1[n:8][c:9]([CH3:11])[cH:10]2. Starting materials: C(C)S(=O)(=O)Cl (ethanesulfonyl chloride), Cl.CN1CCN(CC1)C1=NC(=NC(=C1)C1=CC=C2CCN(CC2=C1)C(CC1CCNCC1)=O)N (4-(4-methylpiperazin-1-yl)-6-[2-(piperidin-4-ylacetyl)-1,2,3,4-tetrahydroisoquinolin-7-yl]pyrimidin-2-amine HCl salt). Product: C(C)S(=O)(=O)N1CCC(CC1)CC(=O)N1CC2=CC(=CC=C2CC1)C1=NC(=NC(=C1)N1CCN(CC1)C)N (4-(2-{[1-(Ethylsulfonyl)piperidin-4-yl]acetyl}-1,2,3,4-tetrahydroisoquinolin-7-yl)-6-(4-methylpiperazin-1-yl)pyrimidin-2-amine). Reaction SMILES: [CH2:1]([S:3](Cl)(=[O:5])=[O:4])[CH3:2].Cl.[CH3:8][N:9]1[CH2:14][CH2:13][N:12]([C:15]2[CH:20]=[C:19]([C:21]3[CH:30]=[C:29]4[C:24]([CH2:25][CH2:26][N:27]([C:31](=[O:39])[CH2:32][CH:33]5[CH2:38][CH2:37][NH:36][CH2:35][CH2:34]5)[CH2:28]4)=[CH:23][CH:22]=3)[N:18]=[C:17]([NH2:40])[N:16]=2)[CH2:11][CH2:10]1>>[CH2:1]([S:3]([N:36]1[CH2:35][CH2:34][CH:33]([CH2:32][C:31]([N:27]2[CH2:26][CH2:25][C:24]3[C:29](=[CH:30][C:21]([C:19]4[CH:20]=[C:15]([N:12]5[CH2:13][CH2:14][N:9]([CH3:8])[CH2:10][CH2:11]5)[N:16]=[C:17]([NH2:40])[N:18]=4)=[CH:22][CH:23]=3)[CH2:28]2)=[O:39])[CH2:38][CH2:37]1)(=[O:5])=[O:4])[CH3:2] |f:1.2|. Reported procedure: This compound was prepared by using procedures analogous to those described for the synthesis of Example 71, Step 4 starting from ethanesulfonyl chloride and 4-(4-methylpiperazin-1-yl)-6-[2-(piperidin-4-ylacetyl)-1,2,3,4-tetrahydroisoquinolin-7-yl]pyrimidin-2-amine HCl salt. Analytic LCMS (M+H)+: m/z=542.3.